Dataset: the Open Reaction Database (ORD), a public repository of structured organic reaction records. Task: describe an organic reaction: reactants, conditions, products, and yield The reactants are [H-].[Al+3].[Li+].[H-].[H-].[H-] (lithium aluminum hydride), C(C)(C)(C)OC(=O)N1[C@@H](CCCC1)CC(=O)OC ((S)-2-(methoxycarbonylmethyl)piperidine-1-carboxylic acid tert-butyl ester). Conditions: time 30 minute. Yields the product C(C)(C)(C)OC(=O)N1[C@@H](CCCC1)CCO ((S)-2-(2-hydroxyethyl)-piperidine-1-carboxylic acid tert-butyl ester). Isolated yield 94.6%. As a reaction SMILES: [H-].[Al+3].[Li+].[H-].[H-].[H-].[C:7]([O:11][C:12]([N:14]1[CH2:19][CH2:18][CH2:17][CH2:16][C@H:15]1[CH2:20][C:21](OC)=[O:22])=[O:13])([CH3:10])([CH3:9])[CH3:8]>>[C:7]([O:11][C:12]([N:14]1[CH2:19][CH2:18][CH2:17][CH2:16][C@H:15]1[CH2:20][CH2:21][OH:22])=[O:13])([CH3:10])([CH3:9])[CH3:8] |f:0.1.2.3.4.5|. Procedure: To a slurry of lithium aluminum hydride (580 mg in 65 mL dry diethyl ether) at 0° C. was added dropwise a solution of (S)-2-(methoxycarbonylmethyl)piperidine-1-carboxylic acid tert-butyl ester (5.47 g in 40 mL dry diethyl ether) over a period of 30 minutes. The reaction was allowed to continue at 0° C. for an additional hour, at which time it was quenched by the careful addition of 0.58 mL water followed by 0.58 mL 2N sodium hydroxide and 1.8 mL water. The resulting suspension was stirred vigoro... Reactants: C(C1=CC=CC=C1)OC(=O)N1CCC(CC1)C=1OC2=C(N1)C=CC=C2C(=O)OC (Methyl 2-(1-(benzyloxycarbonyl)piperidin-4-yl)benzo[d]oxazole-7-carboxylate), [NH4+] (ammonium). The solvent is CO (methanol). Conditions: time 2 day. Product: C(N)(=O)C1=CC=CC=2N=C(OC21)C2CCN(CC2)C(=O)OCC2=CC=CC=C2 (benzyl 4-(7-carbamoylbenzo[d]oxazol-2-yl)piperidine-1-carboxylate). Yield: 37.0%. RXN SMILES: [CH2:1]([O:8][C:9]([N:11]1[CH2:16][CH2:15][CH:14]([C:17]2[O:18][C:19]3[C:25]([C:26]([O:28]C)=O)=[CH:24][CH:23]=[CH:22][C:20]=3[N:21]=2)[CH2:13][CH2:12]1)=[O:10])[C:2]1[CH:7]=[CH:6][CH:5]=[CH:4][CH:3]=1.[NH4+:30]>CO>[C:26]([C:25]1[C:19]2[O:18][C:17]([CH:14]3[CH2:13][CH2:12][N:11]([C:9]([O:8][CH2:1][C:2]4[CH:3]=[CH:4][CH:5]=[CH:6][CH:7]=4)=[O:10])[CH2:16][CH2:15]3)=[N:21][C:20]=2[CH:22]=[CH:23][CH:24]=1)(=[O:28])[NH2:30]. Procedure: Methyl 2-(1-(benzyloxycarbonyl)piperidin-4-yl)benzo[d]oxazole-7-carboxylate (560 mg, 1.4 mmol) was added to a solution of ammonium in methanol (10 mL) in a sealing tube and the mixture was stirred at room temperature for 2 days. The resulting mixture was evaporated and the crude product was purified by prep-HPLC to give benzyl 4-(7-carbamoylbenzo[d]oxazol-2-yl)piperidine-1-carboxylate (200 mg, yield 37%). 1H-NMR (400 MHz, CDCl3) δ (ppm): 1.94-1.98 (m, 2H), 2.18-2.22 (m, 2H), 3.06-3.12 (m, 2H), 3... Reactants: BrB(Br)Br, CCCCCCC, ClCCl, O=C([O-])C(F)(F)F, CCCC(CNC(=O)c1nc(Cl)c(N)nc1N)[N+](C)(C)CCCc1ccc(OC)cc1. The product is O=C([O-])C(F)(F)F, CCCC(CNC(=O)c1nc(Cl)c(N)nc1N)[N+](C)(C)CCCc1ccc(O)cc1. RXN SMILES: [B:39]([Br:40])([Br:41])[Br:42].[CH3:46][CH2:47][CH2:48][CH2:49][CH2:50][CH2:51][CH3:52].[Cl:43][CH2:44][Cl:45].[F:1][C:2]([C:3](=[O:4])[O-:5])([F:6])[F:7].[NH2:8][c:9]1[c:10]([C:17](=[O:18])[NH:19][CH2:20][CH:21]([CH2:22][CH2:23][CH3:24])[N+:25]([CH3:26])([CH3:27])[CH2:28][CH2:29][CH2:30][c:31]2[cH:32][cH:33][c:34]([O:37][CH3:38])[cH:35][cH:36]2)[n:11][c:12]([Cl:16])[c:13]([NH2:15])[n:14]1>>[F:1][C:2]([C:3](=[O:4])[O-:5])([F:6])[F:7].[NH2:8][c:9]1[c:10]([C:17](=[O:18])[NH:19][CH2:20][CH:21]([CH2:22][CH2:23][CH3:24])[N+:25]([CH3:26])([CH3:27])[CH2:28][CH2:29][CH2:30][c:31]2[cH:32][cH:33][c:34]([OH:37])[cH:35][cH:36]2)[n:11][c:12]([Cl:16])[c:13]([NH2:15])[n:14]1.